This data is from the Open Reaction Database (ORD), a public repository of structured organic reaction records. The task is: describe an organic reaction: reactants, conditions, products, and yield Starting materials: N#Cc1ccccc1CBr, O=C([O-])[O-], Cn1c(=O)c2[nH]c(Cl)nc2n(C)c1=O, [I-], [K+], [K+], [K+], CN(C)C=O. Yields the product Cn1c(=O)c2c(nc(Cl)n2Cc2ccccc2C#N)n(C)c1=O. RXN SMILES: [C:15](#[N:16])[c:17]1[c:18]([CH2:19][Br:20])[cH:21][cH:22][cH:23][cH:24]1.[C:25](=[O:26])([O-:27])[O-:28].[CH3:1][n:2]1[c:3]2[n:4][c:5]([Cl:6])[nH:7][c:8]2[c:9](=[O:10])[n:11]([CH3:12])[c:13]1=[O:14].[I-:32].[K+:29].[K+:30].[K+:31].[O:33]=[CH:34][N:35]([CH3:36])[CH3:37]>>[CH3:1][n:2]1[c:3]2[n:4][c:5]([Cl:6])[n:7]([CH2:19][c:18]3[c:17]([C:15]#[N:16])[cH:24][cH:23][cH:22][cH:21]3)[c:8]2[c:9](=[O:10])[n:11]([CH3:12])[c:13]1=[O:14]. The reactants are ( 2 ), O (water), CN(C1=CC=C(C=O)C=C1)C (p-dimethylaminobenzaldehyde), Cl (HCl), [OH-].[K+] (potassium hydroxide). Run in C1(=CC=CC=C1)C (toluene). Reaction conditions: time 30 minute. Yields the product N1[C@H](C(=O)O)C[C@@H](O)C1 (hydroxyproline). RXN SMILES: Cl.[OH-:2].[K+].[OH2:4].C[N:6](C)[C:7]1[CH:14]=[CH:13][C:10]([CH:11]=[O:12])=CC=1>C1(C)C=CC=CC=1>[NH:6]1[CH2:7][C@H:14]([OH:4])[CH2:13][C@H:10]1[C:11]([OH:12])=[O:2] |f:1.2|. Reported procedure: About 50 mg of the hepatic medial lobe prepared in Section (2) described above was weighed into a 13×100 mm screwed Pyrex tube (IWAKI, Catalog No.TST-SCR13-100), and hydrolyzed with 1 ml of 6 N HCl at 110° C. for 20 hours. The hydrolysate thus obtained was combined with 1 ml of 5 M potassium hydroxide, and the solution was filtered through a filter (0.22 μm, MILLIPORE, Catalog No.SLGP-R25LS), and the filtrate was collected. 1 ml of the filtrate thus recovered was combined with 1 ml of distilled ... The reactants are O(C1=CC=CC=C1)C1=CC=C(C=O)C=C1 (4-phenoxybenzaldehyde), [Li]CCCC (n-BuLi), C(C)(=O)OCC (ethyl acetate), C(=O)(O)[O-].[Na+] (NaHCO3). The solvent is C1CCOC1 (THF), CCCCCC (hexane). Conditions: time 24 hour. Yields the product OCCCCCC1=CC=C(C=C1)OC1=CC=CC=C1 ((±)-4-[(hydroxy)pentyl]-1-(phenoxy)benzene). Reaction SMILES: [O:1]([C:8]1[CH:15]=[CH:14][C:11]([CH:12]=O)=[CH:10][CH:9]=1)[C:2]1[CH:7]=[CH:6][CH:5]=[CH:4][CH:3]=1.[Li][CH2:17][CH2:18][CH2:19][CH3:20].C(OCC)(=[O:23])C.C([O-])(O)=O.[Na+]>C1COCC1.CCCCCC>[OH:23][CH2:17][CH2:18][CH2:19][CH2:20][CH2:12][C:11]1[CH:14]=[CH:15][C:8]([O:1][C:2]2[CH:7]=[CH:6][CH:5]=[CH:4][CH:3]=2)=[CH:9][CH:10]=1 |f:3.4|. Reported procedure: To a solution of 4-phenoxybenzaldehyde (704 mg, 3.56 mmol) in 15 mL of THF at -78° C. was added n-BuLi dropwise (3.73 mmol, 2.5M in hexane). After 24 hours, the reaction was poured into ethyl acetate and sat. aq. NaHCO3 solution, then washed with brine, dried (Na2SO4) and concentrated in vacuo to provide the crude product. Starting materials: CCOP(=O)(Cc1ccc(Br)s1)OCC, CC(C)=O, [H-], [Na+], C1CCOC1, O. Yields the product CC(C)=Cc1ccc(Br)s1. As a reaction SMILES: [CH2:1]([O:2][P:3](=[O:4])([O:5][CH2:6][CH3:7])[CH2:9][c:10]1[s:11][c:12]([Br:15])[cH:13][cH:14]1)[CH3:8].[CH3:18][C:19]([CH3:20])=[O:21].[H-:16].[Na+:17].[O:23]1[CH2:24][CH2:25][CH2:26][CH2:27]1.[OH2:22]>>[CH:9]([c:10]1[s:11][c:12]([Br:15])[cH:13][cH:14]1)=[C:19]([CH3:18])[CH3:20]. The reactants are C1(C=CC(N1)=O)=O (maleimide), C(=C)OCCCCCCCCCCCCCCCCCC (n-octadecyl vinyl ether). Yields the product C1(C=CC(N1)=O)=O.C(=C)OCCCCCCCCCCCCCCCCCC (Maleimide Octadecyl Vinyl Ether). The yield is 61.0%. As a reaction SMILES: [C:1]1(=[O:7])[NH:5][C:4](=[O:6])[CH:3]=[CH:2]1.[CH:8]([O:10][CH2:11][CH2:12][CH2:13][CH2:14][CH2:15][CH2:16][CH2:17][CH2:18][CH2:19][CH2:20][CH2:21][CH2:22][CH2:23][CH2:24][CH2:25][CH2:26][CH2:27][CH3:28])=[CH2:9]>>[C:4]1(=[O:6])[NH:5][C:1](=[O:7])[CH:2]=[CH:3]1.[CH:8]([O:10][CH2:11][CH2:12][CH2:13][CH2:14][CH2:15][CH2:16][CH2:17][CH2:18][CH2:19][CH2:20][CH2:21][CH2:22][CH2:23][CH2:24][CH2:25][CH2:26][CH2:27][CH3:28])=[CH2:9] |f:2.3|. Procedure: A polymer was prepared in the manner of Example 1, except the comonomer to maleimide was n-octadecyl vinyl ether. The polymer yield was 61%. Starting materials: ClCc1nnc(-c2cncc(Br)c2)o1, CC(C)Cc1cc2c(C(F)(F)F)c(C#N)ccc2[nH]1. The product is CC(C)Cc1cc2c(C(F)(F)F)c(C#N)ccc2n1Cc1nnc(-c2cncc(Br)c2)o1. Reaction SMILES: [Br:20][c:21]1[cH:22][n:23][cH:24][c:25](-[c:27]2[o:28][c:29]([CH2:32][Cl:33])[n:30][n:31]2)[cH:26]1.[CH3:1][CH:2]([CH2:3][c:4]1[nH:5][c:6]2[cH:7][cH:8][c:9]([C:17]#[N:18])[c:10]([C:13]([F:14])([F:15])[F:16])[c:11]2[cH:12]1)[CH3:19]>>[CH3:1][CH:2]([CH2:3][c:4]1[n:5]([CH2:32][c:29]2[o:28][c:27](-[c:25]3[cH:24][n:23][cH:22][c:21]([Br:20])[cH:26]3)[n:31][n:30]2)[c:6]2[cH:7][cH:8][c:9]([C:17]#[N:18])[c:10]([C:13]([F:14])([F:15])[F:16])[c:11]2[cH:12]1)[CH3:19]. Starting materials: NC(C)O (aminoethanol), C(C(=O)C)CC(C)=O (acetonylaceton), C(C)(=O)O (acetic acid), C1(=CC=CC=C1)C (toluene). Run in C(C)(=O)OCC (ethyl acetate), O (water). Run at time 30 minute. Yields the product CC=1N(C(=CC1)C)CCO (2-(2.5-dimethylpyrrole-1-yl)ethanol), oil. The yield is 95.0%. As a reaction SMILES: [NH2:1]C(O)C.[CH2:5]([CH2:9][C:10](=O)[CH3:11])[C:6]([CH3:8])=O.[C:13]([OH:16])(=O)[CH3:14].C1(C)C=CC=CC=1>C(OCC)(=O)C.O>[CH3:8][C:6]1[N:1]([CH2:14][CH2:13][OH:16])[C:10]([CH3:11])=[CH:9][CH:5]=1. Procedure details: 30.5 g (0.5 mol) of aminoethanol, 57 g (0.5 mol) of acetonylaceton and 0.35 g (5 mmol, a catalytic amount) of acetic acid were added to 300 ml of toluene, and then, the mixture was refluxed for 3 hours using a Dean-stark trap. The reaction mixture was cooled to room temperature, 200 ml of water and 100 ml of ethyl acetate were added thereto, and was stirred for 30 minutes. The organic phase was separated and filtered through a silica gel pad, and the filtrate was distilled under a reduced pressu...